From a dataset of the Open Reaction Database (ORD), a public repository of structured organic reaction records. describe an organic reaction: reactants, conditions, products, and yield Reactants: [BH3-]C#N, CCCC[N+](CCCC)(CCCC)CCCC, CC(C)N, O=C1C2CC3CC(C2)CC1C3, ClCCl. The product is CC(C)NC1C2CC3CC(C2)CC1C3. As a reaction SMILES: [C:16]([BH3-:17])#[N:18].[CH2:19]([N+:20]([CH2:21][CH2:22][CH2:23][CH3:24])([CH2:25][CH2:26][CH2:27][CH3:28])[CH2:29][CH2:30][CH2:31][CH3:32])[CH2:33][CH2:34][CH3:35].[CH3:12][CH:13]([CH3:14])[NH2:15].[CH:1]12[C:2](=[O:11])[CH:3]3[CH2:4][CH:5]([CH2:6][CH:7]([CH2:8]1)[CH2:9]3)[CH2:10]2.[Cl:36][CH2:37][Cl:38]>>[CH:1]12[CH:2]([NH:15][CH:13]([CH3:12])[CH3:14])[CH:3]3[CH2:4][CH:5]([CH2:6][CH:7]([CH2:8]1)[CH2:9]3)[CH2:10]2. The reactants are CN1S(CC(C=C1C)=O)(=O)=O (2,3-dimethyl-1,2-thiazin-5(6H)-one 1,1-dioxide), CI (methyl iodide), [OH-].[Na+] (sodium hydroxide). The reagents and catalysts are S(=O)(=O)(O)[O-].C(CCC)[N+](CCCC)(CCCC)CCCC (tetrabutylammonium hydrogen sulfate). The solvent is C(Cl)Cl (methylene chloride), O (water). Run at time 15 minute. Product: CN1S(C(C(C=C1C)=O)C)(=O)=O (2,3,6-trimethyl-2H-1,2-thiazin-5(6H)-one 1,1-dioxide). The yield is 47.6%. Reaction SMILES: [OH-].[Na+].[CH3:3][N:4]1[C:9]([CH3:10])=[CH:8][C:7](=[O:11])[CH2:6][S:5]1(=[O:13])=[O:12].[CH3:14]I>O.S([O-])(O)(=O)=O.C([N+](CCCC)(CCCC)CCCC)CCC.C(Cl)Cl>[CH3:3][N:4]1[C:9]([CH3:10])=[CH:8][C:7](=[O:11])[CH:6]([CH3:14])[S:5]1(=[O:12])=[O:13] |f:0.1,5.6|. Procedure details: A solution of 1.6 g of sodium hydroxide in 20 ml of water was added dropwise at 5°-12° with vigorous stirring to a solution of 3.5 g of 2,3-dimethyl-1,2-thiazin-5(6H)-one 1,1-dioxide, 6.8 g of tetrabutylammonium hydrogen sulfate and 1.9 ml (0.03 mol) of methyl iodide in 40 ml of methylene chloride. The mixture was thereafter stirred vigorously at room temperature for 15 minutes. The organic phase was separated, the aqueous phase was extracted twice with 15 ml of methylene chloride and the combin... Reactants: CCOC(=O)c1nn(C(C)C)c(Sc2cc(Cl)cc(Cl)c2)c1CBr, [H-], [Na+], CN(C)C=O, O, OCc1ccncc1. Yields the product CCOC(=O)c1nn(C(C)C)c(Sc2cc(Cl)cc(Cl)c2)c1Cc1ccncc1. Reaction SMILES: [CH2:11]([CH3:12])[O:13][C:14](=[O:15])[c:16]1[n:17][n:18]([CH:32]([CH3:33])[CH3:34])[c:19]([S:23][c:24]2[cH:25][c:26]([Cl:31])[cH:27][c:28]([Cl:30])[cH:29]2)[c:20]1[CH2:21][Br:22].[H-:9].[Na+:10].[O:36]=[CH:37][N:38]([CH3:39])[CH3:40].[OH2:35].[OH:1][CH2:2][c:3]1[cH:4][cH:5][n:6][cH:7][cH:8]1>>[CH2:2]([c:3]1[cH:4][cH:5][n:6][cH:7][cH:8]1)[c:20]1[c:16]([C:14]([O:13][CH2:11][CH3:12])=[O:15])[n:17][n:18]([CH:32]([CH3:33])[CH3:34])[c:19]1[S:23][c:24]1[cH:25][c:26]([Cl:31])[cH:27][c:28]([Cl:30])[cH:29]1. The reactants are C1(=CC=C(C=C1)S(=O)(=O)Cl)C (p-toluenesulphonyl chloride), OCCC1COC2=CC=CC=C2C1 (3-(2-hydroxyethyl)chroman). Solvent: N1=CC=CC=C1 (pyridine). Conditions: time 3 hour. Product: C1(=CC=C(C=C1)S(=O)(=O)OCCC1COC2=CC=CC=C2C1)C (3-[2-(p-toluenesulphonyloxy)ethyl]chroman). Yield: 59.2%. RXN SMILES: [C:1]1([CH3:11])[CH:6]=[CH:5][C:4]([S:7](Cl)(=[O:9])=[O:8])=[CH:3][CH:2]=1.[OH:12][CH2:13][CH2:14][CH:15]1[CH2:24][C:23]2[C:18](=[CH:19][CH:20]=[CH:21][CH:22]=2)[O:17][CH2:16]1>N1C=CC=CC=1>[C:1]1([CH3:11])[CH:6]=[CH:5][C:4]([S:7]([O:12][CH2:13][CH2:14][CH:15]2[CH2:24][C:23]3[C:18](=[CH:19][CH:20]=[CH:21][CH:22]=3)[O:17][CH2:16]2)(=[O:9])=[O:8])=[CH:3][CH:2]=1. Procedure details: 6.29 g (33 mmol) of p-toluenesulphonyl chloride are added while stirring at room temperature to a solution of 5.35 g (30 mmol) of 3-(2-hydroxyethyl)chroman in 30 ml of absolute pyridine, the slightly exothermic reaction being maintained at room temperature by means of an ice bath. After stirring for a further three hours at room temperature, the reaction mixture is poured onto ice-water. The crystals formed are filtered off with suction, washed with water and dried in vacuo. 5.9 g (59.2%) of 3-[... Starting materials: C(CC(=O)OCC)(=O)OCC (diethyl malonate), CC[O-].[Na+] (sodium ethylate), FC(C1=C(CBr)C=CC=C1)(F)F (o-trifluoromethylbenzyl bromide). Solvent: C(C)O (ethyl alcohol). Conditions: time 8 hour. Product: FC(C1=C(CC(C(=O)OCC)C(=O)OCC)C=CC=C1)(F)F (diethyl [o-(trifluoromethyl)benzyl]malonate). Reaction SMILES: [C:1]([O:9][CH2:10][CH3:11])(=[O:8])[CH2:2][C:3]([O:5][CH2:6][CH3:7])=[O:4].CC[O-].[Na+].[F:16][C:17]([F:27])([F:26])[C:18]1[CH:25]=[CH:24][CH:23]=[CH:22][C:19]=1[CH2:20]Br>C(O)C>[F:16][C:17]([F:26])([F:27])[C:18]1[CH:25]=[CH:24][CH:23]=[CH:22][C:19]=1[CH2:20][CH:2]([C:3]([O:5][CH2:6][CH3:7])=[O:4])[C:1]([O:9][CH2:10][CH3:11])=[O:8] |f:1.2|. Procedure details: 40 ml of diethyl malonate in 350 ml of ethyl alcohol were treated portionwise with 18.6 g of sodium ethylate at room temperature and the mixture was then treated with 12 g of o-trifluoromethylbenzyl bromide within 30 minutes. The reaction mixture was stirred at room temperature overnight. The alcohol was distilled under reduced pressure and the residue was dissolved in ethyl acetate. The solution was washed twice with water and once with NaCl solution, dried under reduced pressure and evaporated... The reactants are Cn1nc(Cl)cc(Br)c1=O, O=C([O-])[O-], CN1CCN(Cc2ccc(N)nc2)CC1, [Cs+], [Cs+], O=C(C=Cc1ccccc1)C=Cc1ccccc1, O=C(C=Cc1ccccc1)C=Cc1ccccc1, O=C(C=Cc1ccccc1)C=Cc1ccccc1, C1COCCO1, [Pd], [Pd]. RXN SMILES: [Br:16][c:17]1[c:18](=[O:25])[n:19]([CH3:24])[n:20][c:21]([Cl:23])[cH:22]1.[C:26](=[O:27])([O-:28])[O-:29].[CH3:1][N:2]1[CH2:3][CH2:4][N:5]([CH2:8][c:9]2[cH:10][cH:11][c:12]([NH2:15])[n:13][cH:14]2)[CH2:6][CH2:7]1.[Cs+:30].[Cs+:31].[O:34]=[C:35]([CH:36]=[CH:37][c:38]1[cH:39][cH:40][cH:41][cH:42][cH:43]1)[CH:44]=[CH:45][c:46]1[cH:47][cH:48][cH:49][cH:50][cH:51]1.[O:52]=[C:53]([CH:54]=[CH:55][c:56]1[cH:57][cH:58][cH:59][cH:60][cH:61]1)[CH:62]=[CH:63][c:64]1[cH:65][cH:66][cH:67][cH:68][cH:69]1.[O:70]=[C:71]([CH:72]=[CH:73][c:74]1[cH:75][cH:76][cH:77][cH:78][cH:79]1)[CH:80]=[CH:81][c:82]1[cH:83][cH:84][cH:85][cH:86][cH:87]1.[O:88]1[CH2:89][CH2:90][O:91][CH2:92][CH2:93]1.[Pd:32].[Pd:33]>>[CH3:1][N:2]1[CH2:3][CH2:4][N:5]([CH2:8][c:9]2[cH:10][cH:11][c:12]([NH:15][c:17]3[c:18](=[O:25])[n:19]([CH3:24])[n:20][c:21]([Cl:23])[cH:22]3)[n:13][cH:14]2)[CH2:6][CH2:7]1. Product: CN1CCN(Cc2ccc(Nc3cc(Cl)nn(C)c3=O)nc2)CC1.